Task: describe an organic reaction: reactants, conditions, products, and yield. Dataset: the Open Reaction Database (ORD), a public repository of structured organic reaction records Reactants: COc1ccc(P2(=S)SP(=S)(c3ccc(OC)cc3)S2)cc1, Cc1ccccc1, O=C(NC1N=C(c2ccccc2)c2ccccc2NC1=O)OCc1ccccc1. Yields the product O=C(NC1N=C(c2ccccc2)c2ccccc2NC1=S)OCc1ccccc1. RXN SMILES: [CH3:30][O:31][c:32]1[cH:33][cH:34][c:35]([P:36]2(=[S:37])[S:38][P:40](=[S:41])([c:42]3[cH:43][cH:44][c:45]([O:46][CH3:47])[cH:48][cH:49]3)[S:39]2)[cH:50][cH:51]1.[CH3:52][c:53]1[cH:54][cH:55][cH:56][cH:57][cH:58]1.[c:1]1([C:7]2=[N:8][CH:9]([NH:19][C:20]([O:21][CH2:22][c:23]3[cH:24][cH:25][cH:26][cH:27][cH:28]3)=[O:29])[C:10](=[O:18])[NH:11][c:12]3[c:13]2[cH:14][cH:15][cH:16][cH:17]3)[cH:2][cH:3][cH:4][cH:5][cH:6]1>>[c:1]1([C:7]2=[N:8][CH:9]([NH:19][C:20]([O:21][CH2:22][c:23]3[cH:24][cH:25][cH:26][cH:27][cH:28]3)=[O:29])[C:10](=[S:39])[NH:11][c:12]3[c:13]2[cH:14][cH:15][cH:16][cH:17]3)[cH:2][cH:3][cH:4][cH:5][cH:6]1. Starting materials: CCOC(=O)c1cnc(Cl)c2c(COc3cccc(-c4nnn(Cc5ccc(OC)cc5)n4)c3)csc12, CC(C)O, N. Product: CCOC(=O)c1cnc(N)c2c(COc3cccc(-c4nnn(Cc5ccc(OC)cc5)n4)c3)csc12. RXN SMILES: [CH2:2]([CH3:3])[O:4][C:5](=[O:6])[c:7]1[c:8]2[c:9]([c:10]([Cl:13])[n:11][cH:12]1)[c:14]([CH2:17][O:18][c:19]1[cH:20][c:21](-[c:25]3[n:26][n:27][n:28]([CH2:30][c:31]4[cH:32][cH:33][c:34]([O:37][CH3:38])[cH:35][cH:36]4)[n:29]3)[cH:22][cH:23][cH:24]1)[cH:15][s:16]2.[CH3:39][CH:40]([OH:41])[CH3:42].[NH3:1]>>[NH2:1][c:10]1[c:9]2[c:8]([c:7]([C:5]([O:4][CH2:2][CH3:3])=[O:6])[cH:12][n:11]1)[s:16][cH:15][c:14]2[CH2:17][O:18][c:19]1[cH:20][c:21](-[c:25]2[n:26][n:27][n:28]([CH2:30][c:31]3[cH:32][cH:33][c:34]([O:37][CH3:38])[cH:35][cH:36]3)[n:29]2)[cH:22][cH:23][cH:24]1. Starting materials: C(C)OC=1C=C(C=O)C=C(C1O)[N+](=O)[O-] (3-ethoxy-4-hydroxy-5-nitrobenzaldehyde), C(C)OC=1C=C(C=O)C=C(C1O)[N+](=O)[O-] (3-ethoxy-4-hydroxy-5-nitrobenzaldehyde), C(C)NN(C(CC#N)=O)NCC (N,N-diethylaminocyanoacetamide), C(C)(=O)O (acetic acid), N1CCCCC1 (piperidine). Solvent: C1(=CC=CC=C1)C (toluene), O (water). Conditions: time 60 minute. Yields the product C(C)N(C(C(=CC1=CC(=C(C(=C1)[N+](=O)[O-])O)OCC)C#N)=O)CC (N,N-diethyl-2-cyano-3-(-3-ethoxy-4-hydroxy-5-nitrophenyl)acrylamide). Isolated yield 172.7%. As a reaction SMILES: [CH2:1]([O:3][C:4]1[CH:5]=[C:6]([CH:9]=[C:10]([N+:13]([O-:15])=[O:14])[C:11]=1[OH:12])[CH:7]=O)[CH3:2].C(N[N:19](NCC)[C:20](=[O:24])[CH2:21][C:22]#[N:23])C.[C:28](O)(=O)[CH3:29].N1CCC[CH2:34][CH2:33]1>O.C1(C)C=CC=CC=1>[CH2:33]([N:19]([CH2:28][CH3:29])[C:20](=[O:24])[C:21]([C:22]#[N:23])=[CH:7][C:6]1[CH:9]=[C:10]([N+:13]([O-:15])=[O:14])[C:11]([OH:12])=[C:4]([O:3][CH2:1][CH3:2])[CH:5]=1)[CH3:34]. Reported procedure: A flask was charged with 3-ethoxy-4-hydroxy-5-nitrobenzaldehyde (20 g, 0.0947 mole) (formula 2 where R is ethyl) and N,N-diethylaminocyanoacetamide (formula (3)) (14.6 g, 0.1042 mol), acetic acid (3.13 g), and piperidine (4.45 g), along with toluene (200 mL), and was heated to a reflux temperature of about 100-115° C. with continuous removal of water azeotrophically for about 15 hours. After the reaction was complete, the reaction mixture was concentrated to a volume of 20-30 mL, quenched into d... The reactants are CC(C)(C)N([C@@H](CC1=CC=C(C=C1)OCCCC(=O)OCC)C(=O)O)C=1OC2=C(N1)C=CC=C2.O2C(=NC1=C2C=CC=C1)N[C@@H](CC1=CC=C(C=C1)OCCCC(NC=1NCCCN1)=O)C(=O)O (N-(2-benzoxazolyl)-O-[4-oxo-4-[(1,4,5,6-tetrahydro-2-pyrimidinyl)amino]butyl]-L-tyrosine (1,1-dimethyl ethyl) N-(2-benzoxazolyl)-O-(4-ethoxy-4-oxobutyl)-L-tyrosinate), NC=1NCCCN1 (2-amino-1,4,5,6-tetrahydropyrimidine). Conditions: time 6 hour. Solvent: C(Cl)Cl (CH2Cl2). Procedure: The ester 6-1 (370 mg) is mixed with 2-amino-1,4,5,6-tetrahydropyrimidine (200 mg) in 5 ml of CH2Cl2 and agitation is carried out at ambient temperature for 6 hours. The reaction medium is then evaporated under reduced pressure and the dry extract obtained is purified by chromatography eluting with a CH2Cl2/MeOH/water/AcOH mixture 90/10/1/1. 200 mg of the expected product 6-2 is obtained. Yield: 96.8%. The product is O1C(=NC2=C1C=CC=C2)N[C@@H](CC2=CC=C(C=C2)OCCCC(NC=2NCCCN2)=O)C(=O)OC(C)(C)C ((1,1-dimethyl ethyl) N-(2-benzoxazolyl)-O-[4-oxo-4-[(1,4,5,6-tetrahydro-2-pyrimidinyl)amino]butyl]-L-tyrosinate). Reaction SMILES: [CH3:1][C:2](N(C1OC2C=CC=CC=2N=1)[C@H](C(O)=O)CC1C=CC(OCCCC(OCC)=O)=CC=1)([CH3:4])[CH3:3].[O:35]1[C:39]2[CH:40]=[CH:41][CH:42]=[CH:43][C:38]=2[N:37]=[C:36]1[NH:44][C@H:45]([C:66]([OH:68])=[O:67])[CH2:46][C:47]1[CH:52]=[CH:51][C:50]([O:53][CH2:54][CH2:55][CH2:56][C:57](=[O:65])[NH:58][C:59]2[NH:60][CH2:61][CH2:62][CH2:63][N:64]=2)=[CH:49][CH:48]=1.NC1NCCCN=1>C(Cl)Cl>[O:35]1[C:39]2[CH:40]=[CH:41][CH:42]=[CH:43][C:38]=2[N:37]=[C:36]1[NH:44][C@H:45]([C:66]([O:68][C:2]([CH3:4])([CH3:3])[CH3:1])=[O:67])[CH2:46][C:47]1[CH:48]=[CH:49][C:50]([O:53][CH2:54][CH2:55][CH2:56][C:57](=[O:65])[NH:58][C:59]2[NH:60][CH2:61][CH2:62][CH2:63][N:64]=2)=[CH:51][CH:52]=1 |f:0.1|. The reactants are CCCCOC(=O)c1nc(Cl)c2ccc(OC(C)C)cc2c1O, CCO, NC(CO)CO. The product is CC(C)Oc1ccc2c(Cl)nc(C(=O)NC(CO)CO)c(O)c2c1. As a reaction SMILES: [CH2:1]([O:2][C:6](=[O:7])[c:8]1[n:9][c:10]([Cl:23])[c:11]2[cH:12][cH:13][c:14]([O:19][CH:20]([CH3:21])[CH3:22])[cH:15][c:16]2[c:17]1[OH:18])[CH2:3][CH2:4][CH3:5].[CH3:30][CH2:31][OH:32].[NH2:24][CH:25]([CH2:26][OH:27])[CH2:28][OH:29]>>[C:6](=[O:7])([c:8]1[n:9][c:10]([Cl:23])[c:11]2[cH:12][cH:13][c:14]([O:19][CH:20]([CH3:21])[CH3:22])[cH:15][c:16]2[c:17]1[OH:18])[NH:24][CH:25]([CH2:26][OH:27])[CH2:28][OH:29]. The reactants are C(C)OC(C(C)(C)OC1=C(C=C(C=C1)OCC=1C(=NC(=NC1C)C1=CC=C(C=C1)C(F)(F)F)CCOC)C)=O (2-{4-[4-(2-methoxy-ethyl)-6-methyl-2-(4-trifluoromethyl-phenyl)-pyrimidin-5-ylmethoxy]-2-methyl-phenoxy}-2-methyl-propionic acid ethyl ester), [Li+].[OH-] (LiOH). Run in O1CCCC1 (tetrahydrofurane), CCOCC (ether). Product: COCCC1=NC(=NC(=C1COC1=CC(=C(OC(C(=O)O)(C)C)C=C1)C)C)C1=CC=C(C=C1)C(F)(F)F (2-{4-[4-(2-methoxy-ethyl)-6-methyl-2-(4-trifluoromethyl-phenyl)-pyrimidin-5-ylmethoxy]-2-methyl-phenoxy}-2-methyl-propionic acid). Yield: 81.3%. RXN SMILES: C([O:3][C:4](=[O:39])[C:5]([O:8][C:9]1[CH:14]=[CH:13][C:12]([O:15][CH2:16][C:17]2[C:18]([CH2:34][CH2:35][O:36][CH3:37])=[N:19][C:20]([C:24]3[CH:29]=[CH:28][C:27]([C:30]([F:33])([F:32])[F:31])=[CH:26][CH:25]=3)=[N:21][C:22]=2[CH3:23])=[CH:11][C:10]=1[CH3:38])([CH3:7])[CH3:6])C.[Li+].[OH-]>O1CCCC1.CCOCC>[CH3:37][O:36][CH2:35][CH2:34][C:18]1[C:17]([CH2:16][O:15][C:12]2[CH:13]=[CH:14][C:9]([O:8][C:5]([CH3:7])([CH3:6])[C:4]([OH:39])=[O:3])=[C:10]([CH3:38])[CH:11]=2)=[C:22]([CH3:23])[N:21]=[C:20]([C:24]2[CH:29]=[CH:28][C:27]([C:30]([F:33])([F:32])[F:31])=[CH:26][CH:25]=2)[N:19]=1 |f:1.2|. Procedure: A solution of 244 mg (0.446 mmol) 2-{4-[4-(2-methoxy-ethyl)-6-methyl-2-(4-trifluoromethyl-phenyl)-pyrimidin-5-ylmethoxy]-2-methyl-phenoxy}-2-methyl-propionic acid ethyl ester and 1.34 ml 1N LiOH-solution in 2.5 ml tetrahydrofurane was stirred for 2 h at RT. The reaction mixture was taken up in ether and washed with 1N HCl and water. The crude residue was suspended in AcOEt/heptane 1:19. The resulting crystals were filtered off providing 188 mg of pure 2-{4-[4-(2-methoxy-ethyl)-6-methyl-2-(4-trif... The reactants are CC(Br)c1ccccc1, CC(C)CC(CO)N(C)c1nc(S)nc2nc(N)sc12. Product: CC(C)CC(CO)N(C)c1nc(SC(C)c2ccccc2)nc2nc(N)sc12. As a reaction SMILES: [Br:21][CH:22]([CH3:23])[c:24]1[cH:25][cH:26][cH:27][cH:28][cH:29]1.[NH2:1][c:2]1[s:3][c:4]2[c:5]([n:6][c:7]([SH:19])[n:8][c:9]2[N:10]([CH:11]([CH2:12][OH:13])[CH2:14][CH:15]([CH3:16])[CH3:17])[CH3:18])[n:20]1>>[NH2:1][c:2]1[s:3][c:4]2[c:5]([n:6][c:7]([S:19][CH:22]([CH3:23])[c:24]3[cH:25][cH:26][cH:27][cH:28][cH:29]3)[n:8][c:9]2[N:10]([CH:11]([CH2:12][OH:13])[CH2:14][CH:15]([CH3:16])[CH3:17])[CH3:18])[n:20]1. Starting materials: B, O=C(O)Cc1cc(Cl)cc(CBr)c1, C1CCOC1, CSC. The product is OCCc1cc(Cl)cc(CBr)c1. RXN SMILES: [BH3:4].[Br:5][CH2:6][c:7]1[cH:8][c:9]([CH2:14][C:15](=[O:16])[OH:17])[cH:10][c:11]([Cl:13])[cH:12]1.[CH2:18]1[O:19][CH2:20][CH2:21][CH2:22]1.[CH3:1][S:2][CH3:3]>>[Br:5][CH2:6][c:7]1[cH:8][c:9]([CH2:14][CH2:15][OH:16])[cH:10][c:11]([Cl:13])[cH:12]1. Procedure details: To improve the yield of (6R)-3-hexyl-4-hydroxy-6-undecyl-5,6-dihydropyran-2-one, U.S. Pat. Nos. 5,274,143 and 5,420,305 disclose a method involving intramolecular cyclization of (R)-3-[2-bromo-1-oxooctyloxy]-tetradecanoate in the presence of zinc to produce (6R)-3-hexyl-4-hydroxy-6-undecyl-5,6-dihydropyran-2-one in a yield of 61 to 67%, while U.S. Pat. No. 6,545,165 describes intramolecular cyclization of (R)-3-[2-bromo-1-oxooctyloxy]-tetradecanoate in the presence of tert-butyl magnesium chlori... Starting materials: BrC(C(O[C@@H](CC(=O)[O-])CCCCCCCCCCC)=O)CCCCCC ((R)-3-[2-bromo-1-oxooctyloxy]-tetradecanoate), C(C)(C)(C)[Mg]Cl (tert-butyl magnesium chloride). Product: C(CCCCC)C=1C(O[C@@H](CC1O)CCCCCCCCCCC)=O ((6R)-3-hexyl-4-hydroxy-6-undecyl-5,6-dihydropyran-2-one). Isolated yield 78.0%. RXN SMILES: Br[CH:2]([CH2:22][CH2:23][CH2:24][CH2:25][CH2:26][CH3:27])[C:3](=[O:21])[O:4][C@H:5]([CH2:10][CH2:11][CH2:12][CH2:13][CH2:14][CH2:15][CH2:16][CH2:17][CH2:18][CH2:19][CH3:20])[CH2:6][C:7]([O-:9])=O.C([Mg]Cl)(C)(C)C>>[CH2:22]([C:2]1[C:3](=[O:21])[O:4][C@H:5]([CH2:10][CH2:11][CH2:12][CH2:13][CH2:14][CH2:15][CH2:16][CH2:17][CH2:18][CH2:19][CH3:20])[CH2:6][C:7]=1[OH:9])[CH2:23][CH2:24][CH2:25][CH2:26][CH3:27]. Starting materials: Example 11B, C1(=CC=C(C=C1)S(=O)(=O)NCCCN(CCN(CCCNS(=O)(=O)C1=CC=C(C=C1)C)S(=O)(=O)C1=CC=C(C=C1)C)S(=O)(=O)C1=CC=C(C=C1)C)C (1,5,8,12-tetra(p-toluenesulfonyl)-1,5,8,12-tetraazadodecane), 3-(p-toluenesulfonyl)-3-azapentane-1,5-di-p-toluenesulfonate, Example 11A, [H-].[Na+] (sodium hydride). The solvent is CN(C)C=O (DMF), CN(C)C=O (DMF). Conditions: temperature 100 celsius, time 30 minute. The product is C1(=CC=C(C=C1)S(=O)(=O)N1CCN(CCN(CCCN(CCN(CCC1)S(=O)(=O)C1=CC=C(C=C1)C)S(=O)(=O)C1=CC=C(C=C1)C)S(=O)(=O)C1=CC=C(C=C1)C)S(=O)(=O)C1=CC=C(C=C1)C)C (1,4,7,11,14-Penta(p-toluenesulfonyl)-1,4,7,11,14-pentaazacyloheptadecane). Isolated yield 55.0%. As a reaction SMILES: [C:1]1([CH3:52])[CH:6]=[CH:5][C:4]([S:7]([NH:10][CH2:11][CH2:12][CH2:13][N:14]([S:42]([C:45]2[CH:50]=[CH:49][C:48]([CH3:51])=[CH:47][CH:46]=2)(=[O:44])=[O:43])[CH2:15][CH2:16][N:17]([S:32]([C:35]2[CH:40]=[CH:39][C:38]([CH3:41])=[CH:37][CH:36]=2)(=[O:34])=[O:33])[CH2:18][CH2:19][CH2:20][NH:21][S:22]([C:25]2[CH:30]=[CH:29][C:28]([CH3:31])=[CH:27][CH:26]=2)(=[O:24])=[O:23])(=[O:9])=[O:8])=[CH:3][CH:2]=1.[H-].[Na+]>CN(C=O)C>[C:28]1([CH3:31])[CH:29]=[CH:30][C:25]([S:22]([N:21]2[CH2:20][CH2:19][CH2:18][N:17]([S:32]([C:35]3[CH:40]=[CH:39][C:38]([CH3:41])=[CH:37][CH:36]=3)(=[O:33])=[O:34])[CH2:16][CH2:15][N:14]([S:42]([C:45]3[CH:46]=[CH:47][C:48]([CH3:51])=[CH:49][CH:50]=3)(=[O:44])=[O:43])[CH2:13][CH2:12][CH2:11][N:10]([S:7]([C:4]3[CH:5]=[CH:6][C:1]([CH3:52])=[CH:2][CH:3]=3)(=[O:8])=[O:9])[CH2:19][CH2:18][N:17]([S:32]([C:35]3[CH:36]=[CH:37][C:38]([CH3:41])=[CH:39][CH:40]=3)(=[O:34])=[O:33])[CH2:16][CH2:15]2)(=[O:24])=[O:23])=[CH:26][CH:27]=1 |f:1.2|. Reported procedure: To a stirred solution of 1,5,8,12-tetra(p-toluenesulfonyl)-1,5,8,12-tetraazadodecane prepared as in Example 11A (36.9 g, 0.0467 mole) in anhydrous DMF (470 ml) was added sodium hydride (2.80 g-80% in mineral oil, 0.0933 mole) in portions under a dry nitrogen blanket. The resulting mixture was stirred for 30 minutes under a dry argon atmosphere. The solution was then heated to 100° C. and a solution of 3-(p-toluenesulfonyl)-3-azapentane-1,5-di-p-toluenesulfonate prepared as in Example 11B (26.5 g...